This data is from the Open Reaction Database (ORD), a public repository of structured organic reaction records. The task is: describe an organic reaction: reactants, conditions, products, and yield Starting materials: COC(=O)C=1C=C2C(=NC1)N(C(=C2)C(=CC2CCCC2)C=2C=NC(=CC2)S(=O)C)S(=O)(=O)C2=CC=CC=C2 (1-benzenesulfonyl-2-[2-cyclopentyl-1-(6-methanesulfinyl-pyridin-3-yl)-vinyl]-1H-pyrrolo[2,3-b]pyridin-5-carboxylic acid methyl ester), [Mn](=O)(=O)(=O)[O-].[K+] (potassium permanganate). The solvent is CO (methanol), O (water). Reaction conditions: temperature 25 celsius, time 1 hour. Yields the product COC(=O)C=1C=C2C(=NC1)N(C(=C2)C(=CC2CCCC2)C=2C=NC(=CC2)S(=O)(=O)C)S(=O)(=O)C2=CC=CC=C2 (1-benzenesulfonyl-2-[2-cyclopentyl-1-(6-methanesulfonyl-pyridin-3-yl)-vinyl]-1H-pyrrolo[2,3-b]pyridin-5-carboxylic acid methyl ester). Isolated yield 73.9%. RXN SMILES: [CH3:1][O:2][C:3]([C:5]1[CH:6]=[C:7]2[CH:13]=[C:12]([C:14]([C:21]3[CH:22]=[N:23][C:24]([S:27]([CH3:29])=[O:28])=[CH:25][CH:26]=3)=[CH:15][CH:16]3[CH2:20][CH2:19][CH2:18][CH2:17]3)[N:11]([S:30]([C:33]3[CH:38]=[CH:37][CH:36]=[CH:35][CH:34]=3)(=[O:32])=[O:31])[C:8]2=[N:9][CH:10]=1)=[O:4].[Mn]([O-])(=O)(=O)=[O:40].[K+]>CO.O>[CH3:1][O:2][C:3]([C:5]1[CH:6]=[C:7]2[CH:13]=[C:12]([C:14]([C:21]3[CH:22]=[N:23][C:24]([S:27]([CH3:29])(=[O:40])=[O:28])=[CH:25][CH:26]=3)=[CH:15][CH:16]3[CH2:17][CH2:18][CH2:19][CH2:20]3)[N:11]([S:30]([C:33]3[CH:38]=[CH:37][CH:36]=[CH:35][CH:34]=3)(=[O:32])=[O:31])[C:8]2=[N:9][CH:10]=1)=[O:4] |f:1.2|. Procedure: To a mixture of 1-benzenesulfonyl-2-[2-cyclopentyl-1-(6-methanesulfinyl-pyridin-3-yl)-vinyl]-1H-pyrrolo[2,3-b]pyridin-5-carboxylic acid methyl ester (301 mg, 0.55 mmol) in methanol (30 ml) was added a solution of potassium permanganate (88 mg, 0.55 mmol) in water (30 ml). The reaction mixture was stirred at 25° C. for 1 h. The suspension was filtered through a short silica gel pad and then washed with ethyl acetate (3×30 mL). The filtrate was concentrated and extracted with ethyl acetate (2×50 m... Starting materials: COC(COC1=CC=C(C=C1)NC(COCC1=CC=CC=C1)=O)=O ([4-(2-Benzyloxyacetylamino)-phenoxy]-acetic acid methyl ester). Reagents/catalysts: [Pd] (Palladium on carbon). Run in CO (methanol). Run at time 5 hour. Yields the product COC(COC1=CC=C(C=C1)NC(CO)=O)=O ([4-(2-Hydroxyacetylamino)-phenoxy]-acetic acid methyl ester). Isolated yield 77.0%. RXN SMILES: [CH3:1][O:2][C:3](=[O:24])[CH2:4][O:5][C:6]1[CH:11]=[CH:10][C:9]([NH:12][C:13](=[O:23])[CH2:14][O:15]CC2C=CC=CC=2)=[CH:8][CH:7]=1>CO.[Pd]>[CH3:1][O:2][C:3](=[O:24])[CH2:4][O:5][C:6]1[CH:11]=[CH:10][C:9]([NH:12][C:13](=[O:23])[CH2:14][OH:15])=[CH:8][CH:7]=1. Reported procedure: [4-(2-Benzyloxyacetylamino)phenoxy]acetic acid methyl ester 49 (25 g, 76 mmol) was dissolved in methanol (450 ml) in a pressure vessel. Palladium on carbon (5%, 10 g) was added and the mixture stirred under a hydrogen atmosphere (2 kg) for 5 hrs. Catalyst was removed by filtration and methanol distilled off. Crude 50 was recrystallised in chloroform:hexane (1:6) to give pure 50 (14 g) as a white powder with an m.p. between 147.5-150° C. Reactants: CCO, CCOC(C)=O, [Na+], O=C1CC(c2cc(NC(=O)C(F)(F)F)c(Cl)cc2[N+](=O)[O-])CN1, [OH-], O. Yields the product Nc1cc(C2CNC(=O)C2)c([N+](=O)[O-])cc1Cl. RXN SMILES: [CH3:26][CH2:27][OH:28].[CH3:29][CH2:30][O:31][C:32](=[O:33])[CH3:34].[Na+:25].[O:1]=[C:2]1[CH2:3][CH:4]([c:7]2[c:8]([N+:21](=[O:22])[O-:23])[cH:9][c:10]([Cl:20])[c:11]([NH:13][C:14](=[O:15])[C:16]([F:17])([F:18])[F:19])[cH:12]2)[CH2:5][NH:6]1.[OH-:24].[OH2:35]>>[O:1]=[C:2]1[CH2:3][CH:4]([c:7]2[c:8]([N+:21](=[O:22])[O-:23])[cH:9][c:10]([Cl:20])[c:11]([NH2:13])[cH:12]2)[CH2:5][NH:6]1. Yield: 82.9%. Reaction conditions: time 1 hour. Starting materials: OC(C(=O)O)(C)C (2-hydroxy-2-methylpropanoic acid), [H-].[Na+] (NaH), BrCC1=CC=CC=C1 ((bromomethyl)benzene). Product: OC(C(=O)OCC1=CC=CC=C1)(C)C (benzyl 2-hydroxy-2-methylpropanoate). Reported procedure: To a solution of 2-hydroxy-2-methylpropanoic acid (500 mg, 4.80 mmol) in dry THF (10 ml), NaH (60% dispersion in mineral oil, 192 mg, 4.80 mmol) was added portionwise at 5° C. The resulting mixture was stirred 1 hour at RT. The solvent was removed, the residue was suspended in dry DMF (7 ml), and (bromomethyl)benzene (821 mg, 4.80 mmol) was added followed by a catalytic amount of KI. The reaction was heated under microwave irradiation at 100° C. for 3 hours. After cooling, the solvent was evapor... RXN SMILES: [OH:1][C:2]([CH3:7])([CH3:6])[C:3]([OH:5])=[O:4].[H-].[Na+].Br[CH2:11][C:12]1[CH:17]=[CH:16][CH:15]=[CH:14][CH:13]=1>C1COCC1>[OH:1][C:2]([CH3:7])([CH3:6])[C:3]([O:5][CH2:11][C:12]1[CH:17]=[CH:16][CH:15]=[CH:14][CH:13]=1)=[O:4] |f:1.2|. Solvent: C1CCOC1 (THF).